Dataset: the Open Reaction Database (ORD), a public repository of structured organic reaction records. Task: describe an organic reaction: reactants, conditions, products, and yield Reported procedure: A mixture of 1-[3-(2-chloro-ethoxy)-5-methoxy-2-nitro-phenylmethanesulfonyl]-naphthalene (1.0 g, 2.5 mmoles) in ethanol (25 mL) was stirred under nitrogen in a round bottom flask at 60° C. 10% Pd/C was added, and the temperature was increased to 80° C. Hydrazine hydrate (2.0 mL) was added dropwise and the mixture was stirred at reflux for 3 hours. Reaction mixture was filtered off through Celite, and the solution was washed with H2O (3×), dried over Na2SO4, and concentrated under vacuum to affor... Solvent: C(C)O (ethanol). The product is ClCCOC1=C(C(=CC(=C1)OC)CS(=O)(=O)C1=CC=CC2=CC=CC=C12)N (2-(2-Chloro-ethoxy)-4-methoxy-6-(naphthalene-1-sulfonylmethyl)-phenylamine), solid. Reaction conditions: temperature 60 celsius. Isolated yield 98.4%. RXN SMILES: [Cl:1][CH2:2][CH2:3][O:4][C:5]1[C:6]([N+:27]([O-])=O)=[C:7]([CH2:13][S:14]([C:17]2[C:26]3[C:21](=[CH:22][CH:23]=[CH:24][CH:25]=3)[CH:20]=[CH:19][CH:18]=2)(=[O:16])=[O:15])[CH:8]=[C:9]([O:11][CH3:12])[CH:10]=1.O.NN>C(O)C.[Pd]>[Cl:1][CH2:2][CH2:3][O:4][C:5]1[CH:10]=[C:9]([O:11][CH3:12])[CH:8]=[C:7]([CH2:13][S:14]([C:17]2[C:26]3[C:21](=[CH:22][CH:23]=[CH:24][CH:25]=3)[CH:20]=[CH:19][CH:18]=2)(=[O:16])=[O:15])[C:6]=1[NH2:27] |f:1.2|. The reactants are ClCCOC=1C(=C(C=C(C1)OC)CS(=O)(=O)C1=CC=CC2=CC=CC=C12)[N+](=O)[O-] (1-[3-(2-chloro-ethoxy)-5-methoxy-2-nitro-phenylmethanesulfonyl]-naphthalene), O.NN (Hydrazine hydrate). The reagents and catalysts are [Pd] (Pd/C). The reactants are C(CCCCCCCCC)NC(C=CC1=C(C=CC=C1)[N+](=O)[O-])=O (N-decyl-3-(2-nitrophenyl)propenamide). The reagents and catalysts are [Fe] (iron). Run in C(C)(=O)O (acetic acid). Product: C(CCCCCCCCC)NC(C=CC1=C(C=CC=C1)N)=O (N-Decyl-3-(2-Aminophenyl)propenamide). As a reaction SMILES: [CH2:1]([NH:11][C:12](=[O:24])[CH:13]=[CH:14][C:15]1[CH:20]=[CH:19][CH:18]=[CH:17][C:16]=1[N+:21]([O-])=O)[CH2:2][CH2:3][CH2:4][CH2:5][CH2:6][CH2:7][CH2:8][CH2:9][CH3:10]>[Fe].C(O)(=O)C>[CH2:1]([NH:11][C:12](=[O:24])[CH:13]=[CH:14][C:15]1[CH:20]=[CH:19][CH:18]=[CH:17][C:16]=1[NH2:21])[CH2:2][CH2:3][CH2:4][CH2:5][CH2:6][CH2:7][CH2:8][CH2:9][CH3:10]. Procedure: A stirred solution of 15.3 g. of N-decyl-3-(2-nitrophenyl)propenamide in 200 ml. of glacial acetic acid was heated to 85° C. on a steam bath, and then 12.9 g. of iron powder was added portionwise, during 25 minutes. The reaction temperature was kept between 85° and 95° C. during the addition. The reaction mixture was filtered hot, and the residue was washed with hot glacial acetic acid. The cooled, combined acetic acid solutions were evaporated in vacuo, and the residue was dissolved in ethyl ac... Starting materials: COC(=O)C1=C(NC(=C(C1C=1N=C(SC1)C1=CC=CC=C1)C(=O)OC)C)C (2,6-dimethyl-4-(2'-phenylthiazol-4-yl)-1,4-dihydropyridine-3,5-dicarboxylic acid dimethyl ester), C(C)(C)OC(=O)C1=C(NC(=C(C1C=1N=C(SC1)C1=CC=CC=C1)C(=O)OC(C)C)C)C (2,6-dimethyl-4-(2'-phenylthiazol-4-yl)-1,4-dihydropyridine-3,5-dicarboxylic acid diisopropyl ester), C(CCC)OC(=O)C1=C(NC(=C(C1C=1N=C(SC1)C1=CC=CC=C1)C(=O)OCCCC)C)C (2,6-dimethyl-4-(2'-phenylthiazol-4-yl)-1,4-dihydropyridine-3,5-dicarboxylic acid dibutyl ester). Product: C(C)OC(=O)C1=C(NC(=C(C1C=1N=C(SC1)C1=CC=CC=C1)C(=O)OCC)C)C (2,6-Dimethyl-4-(2'-phenylthiazol-4-yl)-1,4-dihydropyridine-3,5-dicarboxylic acid diethyl ester). RXN SMILES: COC(C1C(C2N=C(C3C=CC=CC=3)SC=2)C(C(OC)=O)=C(C)NC=1C)=O.[CH:28]([O:31][C:32]([C:34]1[CH:39]([C:40]2[N:41]=[C:42]([C:45]3[CH:50]=[CH:49][CH:48]=[CH:47][CH:46]=3)[S:43][CH:44]=2)[C:38]([C:51]([O:53][CH:54](C)[CH3:55])=[O:52])=[C:37]([CH3:57])[NH:36][C:35]=1[CH3:58])=[O:33])(C)[CH3:29].C(OC(C1C(C2N=C(C3C=CC=CC=3)SC=2)C(C(OCCCC)=O)=C(C)NC=1C)=O)CCC>>[CH2:28]([O:31][C:32]([C:34]1[CH:39]([C:40]2[N:41]=[C:42]([C:45]3[CH:50]=[CH:49][CH:48]=[CH:47][CH:46]=3)[S:43][CH:44]=2)[C:38]([C:51]([O:53][CH2:54][CH3:55])=[O:52])=[C:37]([CH3:57])[NH:36][C:35]=1[CH3:58])=[O:33])[CH3:29]. Reported procedure: The following compounds were obtained in an analogous manner: (b) 2,6-dimethyl-4-(2'-phenylthiazol-4-yl)-1,4-dihydropyridine-3,5-dicarboxylic acid dimethyl ester, (c) 2,6-dimethyl-4-(2'-phenylthiazol-4-yl)-1,4-dihydropyridine-3,5-dicarboxylic acid diisopropyl ester and (d) 2,6-dimethyl-4-(2'-phenylthiazol-4-yl)-1,4-dihydropyridine-3,5-dicarboxylic acid dibutyl ester. The reactants are CO, [Na+], [OH-], COC(=O)c1ccc2occc2c1. Yields the product O=C(O)c1ccc2occc2c1. Reaction SMILES: [CH3:14][OH:15].[Na+:17].[OH-:16].[o:1]1[cH:2][cH:3][c:4]2[c:5]1[cH:6][cH:7][c:8]([C:10](=[O:11])[O:12][CH3:13])[cH:9]2>>[o:1]1[cH:2][cH:3][c:4]2[c:5]1[cH:6][cH:7][c:8]([C:10](=[O:11])[OH:12])[cH:9]2. The reactants are NC(=O)Cc1ccc(OCCNCc2ccccc2)cc1, c1ccc(C2CO2)cc1, CC(C)O. Yields the product NC(=O)Cc1ccc(OCCN(Cc2ccccc2)CC(O)c2ccccc2)cc1. As a reaction SMILES: [CH2:1]([c:2]1[cH:3][cH:4][cH:5][cH:6][cH:7]1)[NH:8][CH2:9][CH2:10][O:11][c:12]1[cH:13][cH:14][c:15]([CH2:18][C:19](=[O:20])[NH2:21])[cH:16][cH:17]1.[CH2:22]1[O:23][CH:24]1[c:25]1[cH:26][cH:27][cH:28][cH:29][cH:30]1.[CH3:31][CH:32]([OH:33])[CH3:34]>>[CH2:1]([c:2]1[cH:3][cH:4][cH:5][cH:6][cH:7]1)[N:8]([CH2:9][CH2:10][O:11][c:12]1[cH:13][cH:14][c:15]([CH2:18][C:19](=[O:20])[NH2:21])[cH:16][cH:17]1)[CH2:22][CH:24]([OH:23])[c:25]1[cH:26][cH:27][cH:28][cH:29][cH:30]1.